This data is from the Open Reaction Database (ORD), a public repository of structured organic reaction records. The task is: describe an organic reaction: reactants, conditions, products, and yield Reactants: CC12OC(C(C(C1=O)=NO)CC2)C (1,3-dimethyl-2-oxabicyclo[2,2,2]octan-5,6-dione-5-oxime), NN (hydrazine). Run in C(C)O (ethanol). Product: CC12OC(C(C(C1=NN)=NO)CC2)C (1,3-dimethyl-2-oxa-bicyclo[2,2,2]octan-5,6-dione-5-oxime-6-hydrazone). As a reaction SMILES: [CH3:1][C:2]12[CH2:12][CH2:11][CH:5]([C:6](=[N:9][OH:10])[C:7]1=O)[CH:4]([CH3:13])[O:3]2.[NH2:14][NH2:15]>C(O)C>[CH3:1][C:2]12[CH2:12][CH2:11][CH:5]([C:6](=[N:9][OH:10])[C:7]1=[N:14][NH2:15])[CH:4]([CH3:13])[O:3]2. Procedure details: A mixture of 1.83 g. (0.01 mole) 1,3-dimethyl-2-oxabicyclo[2,2,2]octan-5,6-dione-5-oxime and 0.35 ml. (0.011 mole) anhydrous hydrazine (98%) in 25 ml. absolute ethanol is refluxed under nitrogen at a bath temperature of 80° C. for 1 hour. Evaporation of the solvent gives 1,3-dimethyl-2-oxa-bicyclo[2,2,2]octan-5,6-dione-5-oxime-6-hydrazone.